Dataset: the Open Reaction Database (ORD), a public repository of structured organic reaction records. Task: describe an organic reaction: reactants, conditions, products, and yield Reactants: C1(\C=C/C(=O)O1)=O (maleic anhydride), CCCCCC (n-hexane), anhydride, ClC1(C(C1)(C1=CC=CC=C1)C)Cl (1,1-dichloro-2-methyl-2-phenylcyclopropane), C1(O)=CC=C(O)C=C1 (hydroquinone). Solvent: O (water), C1=CC=CC=C1 (benzene). Reaction conditions: temperature 197 celsius, time 6 hour. The product is ClC1=C(CC(C(C1)C(=O)O)C(=O)O)C1=CC=CC=C1 (1-chloro-2-phenylcyclohexene-4,5-dicarboxylic acid). RXN SMILES: [C:1]1(=[O:7])[O:6][C:4](=[O:5])[CH:3]=[CH:2]1.[Cl:8][C:9]1(Cl)[CH2:11][C:10]1([CH3:18])[C:12]1[CH:17]=[CH:16][CH:15]=[CH:14][CH:13]=1.C1(C=CC(O)=CC=1)[OH:21].CCCCCC>C1C=CC=CC=1.O>[Cl:8][C:9]1[CH2:11][CH:2]([C:1]([OH:6])=[O:7])[CH:3]([C:4]([OH:21])=[O:5])[CH2:18][C:10]=1[C:12]1[CH:17]=[CH:16][CH:15]=[CH:14][CH:13]=1. Procedure details: Into a test tube fitted with a cold finger condenser and a nitrogen bypass was put maleic anhydride (1.93 g., 19.7 mmole) and 1,1-dichloro-2-methyl-2-phenylcyclopropane (4.06 g., 20.2 mmole) along with 17.6 mg. hydroquinone. The tube containing the mixture was partially immersed in an oil bath whose temperature was slowly increased. Initial gas evolution was noted at 160°C. (bath). Steady gas evolution occurred at 178°C. with a final heating to 197°C. to insure complete reaction. Total heating t... The reactants are ester, COC(C1=C(C=CC(=C1)C=1SC=C(N1)C1=CC(=C(C=C1)Cl)Cl)Br)=O (2-bromo-5-[4-(3,4-dichloro-phenyl)-thiazol-2-yl]-benzoic acid methyl ester), COC(C1=C(C=CC(=C1)C=1SC=C(N1)C1=CC(=C(C=C1)Cl)Cl)Br)=O (2-bromo-5-[4-(3,4-dichloro-phenyl)-thiazol-2-yl]-benzoic acid methyl ester), C(#N)C1=C(C=CC=C1)B(O)O (2-cyanophenylboronic acid). Product: C(#N)C1=C(C=CC=C1)C=1C(=CC(=CC1)C=1SC=C(N1)C1=CC(=C(C=C1)Cl)Cl)C(=O)O (2′-cyano-4-[4-(3,4-dichloro-phenyl)-thiazol-2-yl]-biphenyl-2-carboxylic acid). Yield: 2.2%. Reaction SMILES: C[O:2][C:3](=[O:24])[C:4]1[CH:9]=[C:8]([C:10]2[S:11][CH:12]=[C:13]([C:15]3[CH:20]=[CH:19][C:18]([Cl:21])=[C:17]([Cl:22])[CH:16]=3)[N:14]=2)[CH:7]=[CH:6][C:5]=1Br.[C:25]([C:27]1[CH:32]=[CH:31][CH:30]=[CH:29][C:28]=1B(O)O)#[N:26]>>[C:25]([C:27]1[CH:32]=[CH:31][CH:30]=[CH:29][C:28]=1[C:5]1[C:4]([C:3]([OH:2])=[O:24])=[CH:9][C:8]([C:10]2[S:11][CH:12]=[C:13]([C:15]3[CH:20]=[CH:19][C:18]([Cl:21])=[C:17]([Cl:22])[CH:16]=3)[N:14]=2)=[CH:7][CH:6]=1)#[N:26]. Procedure details: Using the conditions of General Procedure B for Suzuki Coupling and Hydrolysis in Parallel Mode, 2-bromo-5-[4-(3,4-dichloro-phenyl)-thiazol-2-yl]-benzoic acid methyl ester (which may be prepared as described for Intermediate 6; 89 mg, 0.2 mmol) was reacted with 2-cyanophenylboronic acid (available from Aldrich Chemical Company, Inc.; 59 mg, 0.4 mmol). The resulting ester was hydrolyzed and the acid was purified to give 2′-cyano-4-[4-(3,4-dichloro-phenyl)-thiazol-2-yl]-biphenyl-2-carboxylic acid ... Starting materials: NC1=C2C(C(=CN(C2=C(C(=C1F)F)F)C1CC1)C(=O)O)=O (5-amino-1-cyclopropyl-6,7,8-trifluoro-1,4-dihydro-4-oxo-3-quinolinecarboxylic acid), CNCC1=CC=C(C=C1)C1CNCC1 (N-methyl-4-(3-pyrrolidinyl) benzenemethanamine). The product is NC1=C2C(C(=CN(C2=C(C(=C1F)N1CC(CC1)C1=CC=C(C=C1)CNC)F)C1CC1)C(=O)O)=O (5-Amino-1-cyclopropyl-6,8-difluoro-1,4-dihydro-7-[3-[4-[(methylamino)methyl]phenyl]-1-pyrrolidinyl]-4-oxo-3-quinolinecarboxylic acid). The yield is 51.0%. Reaction SMILES: [NH2:1][C:2]1[C:11]([F:12])=[C:10](F)[C:9]([F:14])=[C:8]2[C:3]=1[C:4](=[O:21])[C:5]([C:18]([OH:20])=[O:19])=[CH:6][N:7]2[CH:15]1[CH2:17][CH2:16]1.[CH3:22][NH:23][CH2:24][C:25]1[CH:30]=[CH:29][C:28]([CH:31]2[CH2:35][CH2:34][NH:33][CH2:32]2)=[CH:27][CH:26]=1>>[NH2:1][C:2]1[C:11]([F:12])=[C:10]([N:33]2[CH2:34][CH2:35][CH:31]([C:28]3[CH:29]=[CH:30][C:25]([CH2:24][NH:23][CH3:22])=[CH:26][CH:27]=3)[CH2:32]2)[C:9]([F:14])=[C:8]2[C:3]=1[C:4](=[O:21])[C:5]([C:18]([OH:20])=[O:19])=[CH:6][N:7]2[CH:15]1[CH2:17][CH2:16]1. Reported procedure: Starting from 5-amino-1-cyclopropyl-6,7,8-trifluoro-1,4-dihydro-4-oxo-3-quinolinecarboxylic acid (0.89 g, 3.0 mmol) and N-methyl-4-(3-pyrrolidinyl) benzenemethanamine, a procedure analogous to that given in Example 1 provided the title compound (0.71 g, 51%) as a yellow solid, mp 201°-205° C. Reactants: COC1=C(C=CC=C1)N1N=CC(=C1C(=O)OCC)C (ethyl 1-(2-methoxyphenyl)-4-methyl-1H-pyrazole-5-carboxylate), [OH-].[Na+] (sodium hydroxide). Solvent: CO (MeOH). Run at time 2 hour. The product is COC1=C(C=CC=C1)N1N=CC(=C1C(=O)O)C (1-(2-methoxyphenyl)-4-methyl-1H-pyrazole-5-carboxylic acid). Yield: 81.7%. Reaction SMILES: [CH3:1][O:2][C:3]1[CH:8]=[CH:7][CH:6]=[CH:5][C:4]=1[N:9]1[C:13]([C:14]([O:16]CC)=[O:15])=[C:12]([CH3:19])[CH:11]=[N:10]1.[OH-].[Na+]>CO>[CH3:1][O:2][C:3]1[CH:8]=[CH:7][CH:6]=[CH:5][C:4]=1[N:9]1[C:13]([C:14]([OH:16])=[O:15])=[C:12]([CH3:19])[CH:11]=[N:10]1 |f:1.2|. Procedure: To a soln. of ethyl 1-(2-methoxyphenyl)-4-methyl-1H-pyrazole-5-carboxylate (30 mg, 0.115 mmol) in MeOH (2 mL) was added 3 N sodium hydroxide (2 ml, 6.00 mmol). The resulting mixture was stirred at r.t for 2 hrs, then evaporated to remove the solvent. The residue was taken up in EtOAc and water, acidified with 6N HCl to pH=2, partitioned and extracted with EtOAc. The organic layer was dried (Na2SO4) and evaporated to afford 1-(2-methoxyphenyl)-4-methyl-1H-pyrazole-5-carboxylic acid (23 mg, 0.094 ... Yields the product BrCC=1N=C(OC1)C1=C2C=CN(C2=CC=C1)C(=O)OC(C)(C)C (tert-butyl 4-[4-(bromomethyl)-1,3-oxazol-2-yl]-1H-indole-1-carboxylate). Reported procedure: To a solution of tert-butyl 4-[4-(hydroxymethyl)-1,3-oxazol-2-yl]-1H-indole-1-carboxylate (330 mg) and PPh3 (330 mg) in DCM (6.6 mL) was added portionwise carbon tetrabromide (418 mg) at ambient temperature and the mixture was stirred at the same temperature for 4 hours. The resulting mixture was evaporated in vacuo and the residue was purified by silica gel column chromatography(n-hexane:EtOAc=5:1) to afford tert-butyl 4-[4-(bromomethyl)-1,3-oxazol-2-yl]-1H-indole-1-carboxylate (396 mg) as a wh... Reaction SMILES: O[CH2:2][C:3]1[N:4]=[C:5]([C:8]2[CH:16]=[CH:15][CH:14]=[C:13]3[C:9]=2[CH:10]=[CH:11][N:12]3[C:17]([O:19][C:20]([CH3:23])([CH3:22])[CH3:21])=[O:18])[O:6][CH:7]=1.C1C=CC(P(C2C=CC=CC=2)C2C=CC=CC=2)=CC=1.C(Br)(Br)(Br)[Br:44]>C(Cl)Cl>[Br:44][CH2:2][C:3]1[N:4]=[C:5]([C:8]2[CH:16]=[CH:15][CH:14]=[C:13]3[C:9]=2[CH:10]=[CH:11][N:12]3[C:17]([O:19][C:20]([CH3:23])([CH3:22])[CH3:21])=[O:18])[O:6][CH:7]=1. Reactants: OCC=1N=C(OC1)C1=C2C=CN(C2=CC=C1)C(=O)OC(C)(C)C (tert-butyl 4-[4-(hydroxymethyl)-1,3-oxazol-2-yl]-1H-indole-1-carboxylate), C1=CC=C(C=C1)P(C2=CC=CC=C2)C3=CC=CC=C3 (PPh3), C(Br)(Br)(Br)Br (carbon tetrabromide). Conditions: time 4 hour. Yield: 100.0%. Solvent: C(Cl)Cl (DCM). The reactants are C(C1=CC=CC=C1)(=O)C=1C=C(C(=O)NC(C)C2=CN=C(N=N2)NC2=CC(=C(C(=C2)OC)OC)OC)C=CC1 (3-benzoyl-N-(1-{3-[(3,4,5-trimethoxyphenyl)amino]-1,2,4-triazin-6-yl}ethyl)benzamide), C(C1=CC=CC=C1)(=O)C=1C=C(C(=O)NC(C)C2=CN=C(N=N2)NC2=CC(=C(C(=C2)OC)OC)OC)C=CC1 (3-benzoyl-N-(1-{3-[(3,4,5-trimethoxyphenyl)amino]-1,2,4-triazin-6-yl}ethyl)benzamide), S(=O)(Cl)Cl (thionyl chloride). The reagents and catalysts are CN(C=O)C (dimethylformamide). Solvent: ClCCCl (1,2-dichloroethane). Run at temperature 50 celsius. Yields the product CC=1N=C(N2N=C(N=CC21)NC2=CC(=C(C(=C2)OC)OC)OC)C=2C=C(C=CC2)C(=O)C2=CC=CC=C2 ((3-{5-methyl-2-[(3,4,5-trimethoxyphenyl)-amino]imidazo[5,1-f][1,2,4]triazin-7-yl}phenyl)(phenyl)-methanone). Isolated yield 9.0%. As a reaction SMILES: [C:1]([C:9]1[CH:10]=[C:11]([CH:36]=[CH:37][CH:38]=1)[C:12]([NH:14][CH:15]([C:17]1[N:22]=[N:21][C:20]([NH:23][C:24]2[CH:29]=[C:28]([O:30][CH3:31])[C:27]([O:32][CH3:33])=[C:26]([O:34][CH3:35])[CH:25]=2)=[N:19][CH:18]=1)[CH3:16])=O)(=[O:8])[C:2]1[CH:7]=[CH:6][CH:5]=[CH:4][CH:3]=1.S(Cl)(Cl)=O>ClCCCl.CN(C)C=O>[CH3:16][C:15]1[N:14]=[C:12]([C:11]2[CH:10]=[C:9]([C:1]([C:2]3[CH:7]=[CH:6][CH:5]=[CH:4][CH:3]=3)=[O:8])[CH:38]=[CH:37][CH:36]=2)[N:22]2[C:17]=1[CH:18]=[N:19][C:20]([NH:23][C:24]1[CH:25]=[C:26]([O:34][CH3:35])[C:27]([O:32][CH3:33])=[C:28]([O:30][CH3:31])[CH:29]=1)=[N:21]2. Procedure details: To a solution of 3-benzoyl-N-(1-{3-[(3,4,5-trimethoxyphenyl)amino]-1,2,4-triazin-6-yl}ethyl)benzamide (Intermediate 28) (95 mg, 0.18 mmol) in 1,2-dichloroethane was added catalytic dimethylformamide (3 drops) and thionyl chloride (0.36 mL, 5.0 mmol). The mixture was heated at 50° C. for 14 hours. After cooling to room temperature the mixture was concentrated under vacuum. The resulting solid was taken up in a mixture of dichloromethane and methanol, then concentrated ammonium hydroxide was added... Conditions: temperature 120 celsius, time 4 hour. Procedure: The mixture of 3′-Amino-4′-benzoyl-6-methyl-biphenyl-3-carboxylic acid cyclopropylamide from Example 14 (19 mg, 0.051 mmol) and urea (3.7 mg, 0.062 mmol) in 0.5 mL acetic acid was stirred at 120° C. for 4 hours. The solvents were removed under reduced pressure. The crude product was purified by preparative TLC sheet (methylene chloride:methanol=10:1) to give a colorless solid (12 mg, 59%). Solvent: C(C)(=O)O (acetic acid). The product is C1(CC1)NC(C1=CC(=C(C=C1)C)C1=CC=C2C(=NC(NC2=C1)=O)C1=CC=CC=C1)=O (N-Cyclopropyl-4-methyl-3-(2-oxo-4-phenyl-1,2-dihydro-quinazolin-7-yl)-benzamide). Reactants: C1(CC1)NC(=O)C=1C=C(C(=CC1)C)C1=CC(=C(C=C1)C(C1=CC=CC=C1)=O)N (3′-Amino-4′-benzoyl-6-methyl-biphenyl-3-carboxylic acid cyclopropylamide), NC(=O)N (urea). The yield is 59.5%. RXN SMILES: [CH:1]1([NH:4][C:5]([C:7]2[CH:8]=[C:9]([C:14]3[CH:19]=[CH:18][C:17]([C:20](=O)[C:21]4[CH:26]=[CH:25][CH:24]=[CH:23][CH:22]=4)=[C:16]([NH2:28])[CH:15]=3)[C:10]([CH3:13])=[CH:11][CH:12]=2)=[O:6])[CH2:3][CH2:2]1.[NH2:29][C:30](N)=[O:31]>C(O)(=O)C>[CH:1]1([NH:4][C:5](=[O:6])[C:7]2[CH:12]=[CH:11][C:10]([CH3:13])=[C:9]([C:14]3[CH:15]=[C:16]4[C:17]([C:20]([C:21]5[CH:26]=[CH:25][CH:24]=[CH:23][CH:22]=5)=[N:29][C:30](=[O:31])[NH:28]4)=[CH:18][CH:19]=3)[CH:8]=2)[CH2:3][CH2:2]1. The reactants are [BH4-], C1CCOC1, [Li+], O, COC(=O)CC(O)CCOCc1ccccc1. The product is OCCC(O)CCOCc1ccccc1. RXN SMILES: [BH4-:18].[CH2:20]1[O:21][CH2:22][CH2:23][CH2:24]1.[Li+:19].[OH2:25].[OH:1][CH:2]([CH2:3][C:4](=[O:5])[O:6][CH3:7])[CH2:8][CH2:9][O:10][CH2:11][c:12]1[cH:13][cH:14][cH:15][cH:16][cH:17]1>>[OH:1][CH:2]([CH2:3][CH2:4][OH:5])[CH2:8][CH2:9][O:10][CH2:11][c:12]1[cH:13][cH:14][cH:15][cH:16][cH:17]1.